Task: describe an organic reaction: reactants, conditions, products, and yield. Dataset: the Open Reaction Database (ORD), a public repository of structured organic reaction records Starting materials: C(CS)(=O)OC (Methyl thioglycolate), [H-].[Na+] (sodium hydride), solution, C1=CC=CC=2C(C3=C(C=CC21)C=CC=C3)C=3C(NC(N(C3)C=3N=NC(=CC3)Cl)=O)=O (5-{5H-Dibenzo[a,d]cyclohepten-5-yl}-1-[6-chloropyridazin-3-yl]-2,4(1H,3H)-pyrimidinedione). Solvent: CN(C=O)C (dimethylformamide), CN(C=O)C (dimethylformamide). Conditions: time 1 hour. Product: C1=CC=CC=2C(C3=C(C=CC21)C=CC=C3)C=3C(NC(N(C3)C3=CC=C(N=N3)SCC(=O)OC)=O)=O (2-[[6-[5-{5H-Dibenzo[a,d]cyclohepten-5-yl}-3,4-dihydro-2,4-dioxo-1(2H)-pyrimidinyl]pyridazin-3-yl]thio]acetic acid, methyl ester). As a reaction SMILES: [C:1]([O:5][CH3:6])(=[O:4])[CH2:2][SH:3].[H-].[Na+].[CH:9]1[C:19]2[CH:18]=[CH:17][C:16]3[CH:20]=[CH:21][CH:22]=[CH:23][C:15]=3[CH:14]([C:24]3[C:25](=[O:38])[NH:26][C:27](=[O:37])[N:28]([C:30]4[N:31]=[N:32][C:33](Cl)=[CH:34][CH:35]=4)[CH:29]=3)[C:13]=2[CH:12]=[CH:11][CH:10]=1>CN(C)C=O>[CH:20]1[C:16]2[CH:17]=[CH:18][C:19]3[CH:9]=[CH:10][CH:11]=[CH:12][C:13]=3[CH:14]([C:24]3[C:25](=[O:38])[NH:26][C:27](=[O:37])[N:28]([C:30]4[N:31]=[N:32][C:33]([S:3][CH2:2][C:1]([O:5][CH3:6])=[O:4])=[CH:34][CH:35]=4)[CH:29]=3)[C:15]=2[CH:23]=[CH:22][CH:21]=1 |f:1.2|. Procedure: Methyl thioglycolate (0.97 ml) was added dropwise to a stirred suspension of sodium hydride (0.434 g, 60% dispersion in oil) in dimethylformamide (30 ml). The mixture was stirred at room temperature for 1 hour. 13 ml of this solution was added to a solution of the product from step (i) (0.9 g) in dimethylformamide (20 ml). The mixture was stirred for 2 hours then quenched with aqueous arnmonium chloride and partitioned between ethyl acetate and water. The organic phase was dried (MgSO4) and evap... Starting materials: COc1ccc(OC)c(CC(=O)Cl)c1, ClCCl, CC(C)Oc1nc(N)cc(N)c1C#N, O, c1ccncc1. The product is COc1ccc(OC)c(CC(=O)Nc2cc(N)c(C#N)c(OC(C)C)n2)c1. Reaction SMILES: [CH3:15][O:16][c:17]1[c:18]([CH2:25][C:26](=[O:27])[Cl:28])[cH:19][c:20]([O:23][CH3:24])[cH:21][cH:22]1.[Cl:36][CH2:37][Cl:38].[NH2:1][c:2]1[cH:3][c:4]([NH2:14])[n:5][c:6]([O:10][CH:11]([CH3:12])[CH3:13])[c:7]1[C:8]#[N:9].[OH2:29].[cH:30]1[cH:31][cH:32][n:33][cH:34][cH:35]1>>[NH2:1][c:2]1[cH:3][c:4]([NH:14][C:26]([CH2:25][c:18]2[c:17]([O:16][CH3:15])[cH:22][cH:21][c:20]([O:23][CH3:24])[cH:19]2)=[O:27])[n:5][c:6]([O:10][CH:11]([CH3:12])[CH3:13])[c:7]1[C:8]#[N:9]. Reactants: C(CCC)C1=CNC=2CCC(CC2C1OCC1=CC=C(C=C1)C=1C(=CC=CC1)C(=O)OC)C (Methyl 4'-[((3-butyl-1,4,5,6,7,8-hexahydro-6-methyl-4-quinolinyl) -oxy)-methyl](1,1'-biphenyl)-2-carboxylate), C(CCC)C1=CN(C=2CCCCC2C1=O)CC1=CC=C(C=C1)C=1C(=CC=CC1)C(=O)OC (Methyl 4'-[(3-butyl-1,4,5,6,7,8-hexahydro-4-oxo-1-quinolinyl)-methyl](1,1'-biphenyl)-2-carboxylate). Yields the product C(CCC)C1=CNC=2CCC(CC2C1OCC1=CC=C(C=C1)C=1C(=CC=CC1)C(=O)O)C (4'-[((3-butyl-1,4,5,6,7,8-hexahydro-6-methyl-4-quinolinyl)-oxy)-methyl](1,1'-biphenyl)-2-carboxylic acid). Reaction SMILES: [CH2:1]([C:5]1[CH:14]([O:15][CH2:16][C:17]2[CH:22]=[CH:21][C:20]([C:23]3[C:24]([C:29]([O:31]C)=[O:30])=[CH:25][CH:26]=[CH:27][CH:28]=3)=[CH:19][CH:18]=2)[C:13]2[CH2:12][CH:11]([CH3:33])[CH2:10][CH2:9][C:8]=2[NH:7][CH:6]=1)[CH2:2][CH2:3][CH3:4].C(C1C(=O)C2CCCCC=2N(CC2C=CC(C3C(C(OC)=O)=CC=CC=3)=CC=2)C=1)CCC>>[CH2:1]([C:5]1[CH:14]([O:15][CH2:16][C:17]2[CH:18]=[CH:19][C:20]([C:23]3[C:24]([C:29]([OH:31])=[O:30])=[CH:25][CH:26]=[CH:27][CH:28]=3)=[CH:21][CH:22]=2)[C:13]2[CH2:12][CH:11]([CH3:33])[CH2:10][CH2:9][C:8]=2[NH:7][CH:6]=1)[CH2:2][CH2:3][CH3:4]. Procedure details: Starting with product B of Example 32 and proceeding under the same conditions as in a), the product A of Example 32 was reacted to obtain the expected product. The reactants are C(C1=CC=CC=C1)OC=1C=C(C(=O)O)C=C(C1OCC1=CC=CC=C1)[N+](=O)[O-] (3,4-dibenzyloxy-5-nitrobenzoic acid), 1,1-carbonyldiimidazole, ON=C(N)C1=CC=NC=C1 (N′-hydroxypyridine-4-carboximidamide). The solvent is CN(C=O)C (dimethylformamide). Reaction conditions: time 1 hour. Product: C(C1=CC=CC=C1)OC=1C=C(C=C(C1OCC1=CC=CC=C1)[N+](=O)[O-])C1=NC(=NO1)C1=CC=NC=C1 (4-[5-(3,4-Bis-benzyloxy-5-nitro-phenyl)-[1,2,4]oxadiazol-3-yl]-pyridine), solid. The yield is 62.0%. RXN SMILES: [CH2:1]([O:8][C:9]1[CH:10]=[C:11]([CH:15]=[C:16]([N+:26]([O-:28])=[O:27])[C:17]=1[O:18][CH2:19][C:20]1[CH:25]=[CH:24][CH:23]=[CH:22][CH:21]=1)[C:12](O)=[O:13])[C:2]1[CH:7]=[CH:6][CH:5]=[CH:4][CH:3]=1.O[N:30]=[C:31]([C:33]1[CH:38]=[CH:37][N:36]=[CH:35][CH:34]=1)[NH2:32]>CN(C)C=O>[CH2:1]([O:8][C:9]1[CH:10]=[C:11]([C:12]2[O:13][N:32]=[C:31]([C:33]3[CH:38]=[CH:37][N:36]=[CH:35][CH:34]=3)[N:30]=2)[CH:15]=[C:16]([N+:26]([O-:28])=[O:27])[C:17]=1[O:18][CH2:19][C:20]1[CH:25]=[CH:24][CH:23]=[CH:22][CH:21]=1)[C:2]1[CH:3]=[CH:4][CH:5]=[CH:6][CH:7]=1. Procedure: To a stirred solution of 3,4-dibenzyloxy-5-nitrobenzoic acid (0.5 g, 1.32 mmol) in dimethylformamide (5 mL) at room temperature was added 1,1-carbonyldiimidazole (0.246 g, 1.52 mmol) in one portion. After stirring for one hour, N′-hydroxypyridine-4-carboximidamide (0.208 g, 1.52 mmol) was added in one portion and the resulting mixture was stirred at room temperature overnight. The mixture was then stirred at 110° C. for three hours and then allowed to cool to room temperature. The mixture was po...